Dataset: the Open Reaction Database (ORD), a public repository of structured organic reaction records. Task: describe an organic reaction: reactants, conditions, products, and yield Reactants: CN(C)C=O, [Cl-], O=C(O)c1ccc(-c2nc3cc(Cl)ccc3[nH]2)cc1, O=C(Cl)C(=O)Cl, ClCCl. The product is O=C(Cl)c1ccc(-c2nc3cc(Cl)ccc3[nH]2)cc1. Reaction SMILES: [CH3:30][N:31]([CH3:32])[CH:33]=[O:34].[Cl-:26].[Cl:1][c:2]1[cH:3][c:4]2[c:5]([nH:6][c:7](-[c:9]3[cH:10][cH:11][c:12]([C:13](=[O:14])[OH:15])[cH:16][cH:17]3)[n:8]2)[cH:18][cH:19]1.[Cl:20][C:21]([C:22]([Cl:23])=[O:24])=[O:25].[Cl:27][CH2:28][Cl:29]>>[Cl:1][c:2]1[cH:3][c:4]2[c:5]([nH:6][c:7](-[c:9]3[cH:10][cH:11][c:12]([C:13](=[O:14])[Cl:20])[cH:16][cH:17]3)[n:8]2)[cH:18][cH:19]1. Reactants: CN1CCOCC1 (N-Methylmorpholine), ClC(=O)OC1=CC=C(C=C1)[N+](=O)[O-] (4-nitrophenyl chloroformate), NC=1C2=C(N=CN1)N(C=C2C2=CC=C(C=C2)OC2=CC=CC=C2)C2CC(CC2)O (3-[4-amino-5-(4-phenoxyphenyl)-7H-pyrrolo[2,3-d]pyrimidin-7-yl]cyclopentanol). Solvent: ClCCl (dichloromethane), ClCCl (dichloromethane). Conditions: temperature 0 celsius, time 20 minute. Yields the product C(OC1CC(CC1)N1C=C(C2=C1N=CN=C2N)C2=CC=C(C=C2)OC2=CC=CC=C2)(OC2=CC=C(C=C2)[N+](=O)[O-])=O (3-[4-amino-5-(4-phenoxyphenyl)-7H-pyrrolo[2,3-d]pyrimidin-7-yl]cyclopentyl (4-nitrophenyl) carbonate). RXN SMILES: CN1CCOCC1.Cl[C:9]([O:11][C:12]1[CH:17]=[CH:16][C:15]([N+:18]([O-:20])=[O:19])=[CH:14][CH:13]=1)=[O:10].[NH2:21][C:22]1[C:23]2[C:30]([C:31]3[CH:36]=[CH:35][C:34]([O:37][C:38]4[CH:43]=[CH:42][CH:41]=[CH:40][CH:39]=4)=[CH:33][CH:32]=3)=[CH:29][N:28]([CH:44]3[CH2:48][CH2:47][CH:46]([OH:49])[CH2:45]3)[C:24]=2[N:25]=[CH:26][N:27]=1>ClCCl>[C:9](=[O:10])([O:11][C:12]1[CH:13]=[CH:14][C:15]([N+:18]([O-:20])=[O:19])=[CH:16][CH:17]=1)[O:49][CH:46]1[CH2:47][CH2:48][CH:44]([N:28]2[C:24]3[N:25]=[CH:26][N:27]=[C:22]([NH2:21])[C:23]=3[C:30]([C:31]3[CH:32]=[CH:33][C:34]([O:37][C:38]4[CH:43]=[CH:42][CH:41]=[CH:40][CH:39]=4)=[CH:35][CH:36]=3)=[CH:29]2)[CH2:45]1. Procedure: N-Methylmorpholine (0.007 ml, 0.062 mmol) was added dropwise to solution of 4-nitrophenyl chloroformate (12.5 mg, 0.062 mmol) in dichloromethane (1 ml) with stirring under nitrogen at 0° C. After 20 minutes, the ice-water bath was removed and the mixture was allowed to warm up to ambient temperature. 3-[4-amino-5-(4-phenoxyphenyl)-7H-pyrrolo[2,3-d]pyrimidin-7-yl]cyclopentanol (20 mg, 0.052 mmol) was added to the mixture and the resulting solution was stirred for 24 hours. The reaction mixture wa... Starting materials: CCN=C=NCCCN(C)C.Cl (EDCl), N1([C@H](C(=O)O)CCC1)C(=O)OC(C)(C)C (Boc-Pro-OH), N1[C@H](C(=O)NC2=CC=CC=C2)CCC1 (H-Pro-NHPh). Solvent: C1CCOC1 (THF). Conditions: time 6 hour. Product: N1([C@H](C(=O)N2[C@H](C(=O)NC3=CC=CC=C3)CCC2)CCC1)C(=O)OC(C)(C)C (Boc-Pro-Pro-NHPh). Yield: 73.6%. RXN SMILES: CCN=C=NCCCN(C)C.Cl.[N:13]1([C:21]([O:23][C:24]([CH3:27])([CH3:26])[CH3:25])=[O:22])[CH2:20][CH2:19][CH2:18][C@H:14]1[C:15]([OH:17])=O.[NH:28]1[CH2:41][CH2:40][CH2:39][C@H:29]1[C:30]([NH:32][C:33]1[CH:38]=[CH:37][CH:36]=[CH:35][CH:34]=1)=[O:31]>C1COCC1>[N:13]1([C:21]([O:23][C:24]([CH3:27])([CH3:26])[CH3:25])=[O:22])[CH2:20][CH2:19][CH2:18][C@H:14]1[C:15]([N:28]1[CH2:41][CH2:40][CH2:39][C@H:29]1[C:30]([NH:32][C:33]1[CH:38]=[CH:37][CH:36]=[CH:35][CH:34]=1)=[O:31])=[O:17] |f:0.1|. Reported procedure: 201 mg (1.05 mmol) of EDCl was added to 5 ml of THF solution of 100 mg (0.526 mmol) of Boc-Pro-OH (manufactured by Tokyo Chemical Industry Co., Ltd), and 113 mg (0.526 mmol) of H-Pro-NHPh (manufactured by Tokyo Chemical Industry Co., Ltd), followed by stirring for 6 hours at room temperature. After a reaction mixture was concentrated under reduced pressure, the concentrate was extracted by adding water and ethyl acetate. After an organic layer was washed sequentially with a diluted hydrochloric ... Conditions: temperature 160 celsius, time 10 hour. Solvent: C1CCOC1 (THF). The yield is 115.4%. Reactants: ClC1=NC2=CC=C(C=C2C=C1C=O)OC (2-chloro-6-methoxyquinoline-3-carbaldehyde), FC(CN)(F)F (2,2,2-trifluoroethanamine). Reaction SMILES: Cl[C:2]1[C:11]([CH:12]=[O:13])=[CH:10][C:9]2[C:4](=[CH:5][CH:6]=[C:7]([O:14][CH3:15])[CH:8]=2)[N:3]=1.[F:16][C:17]([F:21])([F:20])[CH2:18][NH2:19]>C1COCC1>[CH3:15][O:14][C:7]1[CH:8]=[C:9]2[C:4](=[CH:5][CH:6]=1)[N:3]=[C:2]([NH:19][CH2:18][C:17]([F:21])([F:20])[F:16])[C:11]([CH:12]=[O:13])=[CH:10]2. Procedure details: To a stirred solution of 2-chloro-6-methoxyquinoline-3-carbaldehyde (1.50 g, 6.77 mmol) in THF (10 mL) in a 20 mL microwave vial equipped with a magnetic stirrer was added 2,2,2-trifluoroethanamine (10.06 mL, 102.0 mmol) and the reaction mixture was stirred for 10 h at 160° C. under microwave irradiation. After cooling to RT, the volatiles were removed at 40° C. under vacuum and the resulting yellow oil was taken up in a mixture of THF:1 N aq. HCl=1:1 (50 mL) and stirred for 1 h at RT. The volat... The product is COC=1C=C2C=C(C(=NC2=CC1)NCC(F)(F)F)C=O (6-Methoxy-2-(2,2,2-trifluoroethylamino)quinoline-3-carbaldehyde). RXN SMILES: [CH2:1]([NH:8][CH2:9][CH2:10][NH:11][CH2:12][C:13]1[CH:18]=[CH:17][CH:16]=[CH:15][CH:14]=1)[C:2]1[CH:7]=[CH:6][CH:5]=[CH:4][CH:3]=1.Br[CH:20]([CH2:26]Br)[C:21]([O:23][CH2:24][CH3:25])=[O:22]>C1(C)C=CC=CC=1>[CH2:1]([N:8]1[CH2:9][CH2:10][N:11]([CH2:12][C:13]2[CH:18]=[CH:17][CH:16]=[CH:15][CH:14]=2)[CH2:26][CH:20]1[C:21]([O:23][CH2:24][CH3:25])=[O:22])[C:2]1[CH:3]=[CH:4][CH:5]=[CH:6][CH:7]=1. Yield: 67.1%. Reported procedure: To a solution of N1,N2-dibenzylethane-1,2-diamine (24 g, 100 mmol) in toluene (100 mL) was added TEA (24.2 g, 240 mmol). The mixture was heated to 80° C., and a solution of ethyl 2,3-dibromopropanoate (27.3 g, 105 mmol) in toluene (100 mL) was added dropwise over a period of 0.5 hour at 80° C. Then the mixture was stirred at the temperature for 12 hours and cooled to 25° C. The reaction mixture was washed with saturated NaHCO3 aqueous solution. The organic layer was dried over Na2SO4, and concen... Conditions: temperature 80 celsius, time 12 hour. Product: C(C1=CC=CC=C1)N1C(CN(CC1)CC1=CC=CC=C1)C(=O)OCC (Ethyl 1,4-dibenzylpiperazine-2-carboxylate). Solvent: C1(=CC=CC=C1)C (toluene), C1(=CC=CC=C1)C (toluene). Reactants: C(C1=CC=CC=C1)NCCNCC1=CC=CC=C1 (N1,N2-dibenzylethane-1,2-diamine), TEA, BrC(C(=O)OCC)CBr (ethyl 2,3-dibromopropanoate).